describe an organic reaction: reactants, conditions, products, and yield From a dataset of the Open Reaction Database (ORD), a public repository of structured organic reaction records. As a reaction SMILES: [C:17](=[O:18])([O-:19])[O-:20].[CH3:30][C:31]#[N:32].[Cl:1][c:2]1[cH:3][cH:4][c:5](-[c:7]2[n:8]([CH2:13][CH2:14][O:15][CH3:16])[c:9](=[O:12])[nH:10][n:11]2)[s:6]1.[Cl:23][CH2:24][C:25](=[O:26])[O:27][CH2:28][CH3:29].[K+:21].[K+:22]>>[Cl:1][c:2]1[cH:3][cH:4][c:5](-[c:7]2[n:8]([CH2:13][CH2:14][O:15][CH3:16])[c:9](=[O:12])[n:10]([CH2:24][C:25](=[O:26])[O:27][CH2:28][CH3:29])[n:11]2)[s:6]1. The reactants are O=C([O-])[O-], CC#N, COCCn1c(-c2ccc(Cl)s2)n[nH]c1=O, CCOC(=O)CCl, [K+], [K+]. The product is CCOC(=O)Cn1nc(-c2ccc(Cl)s2)n(CCOC)c1=O.